Dataset: the Open Reaction Database (ORD), a public repository of structured organic reaction records. Task: describe an organic reaction: reactants, conditions, products, and yield The reactants are C(CCC(=O)OC)(=O)OC (dimethyl succinate), C(C)(C)(C)[Si](OC1CCC(CC1)C=O)(C)C (4-(tert-butyl-dimethyl-silanyloxy)-cyclohexanecarbaldehyde), solution, CC(C)([O-])C.[K+] (potassium tert-butoxide), C(C)(C)(C)O (tert-butanol), Cl (HCl). Reaction conditions: temperature 50 celsius. Product: COC(C(CC(=O)O)=CC1CCC(CC1)O[Si](C)(C)C(C)(C)C)=O (2-[4-(tert-Butyl-dimethyl-silanyloxy)-cyclohexylmethylene]-succinic acid 1-methyl ester). The yield is 38.3%. RXN SMILES: [C:1]([O:9]C)(=[O:8])[CH2:2][CH2:3][C:4]([O:6][CH3:7])=[O:5].[C:11]([Si:15]([CH3:26])([CH3:25])[O:16][CH:17]1[CH2:22][CH2:21][CH:20]([CH:23]=O)[CH2:19][CH2:18]1)([CH3:14])([CH3:13])[CH3:12].CC(C)([O-])C.[K+].C(O)(C)(C)C.Cl>>[CH3:7][O:6][C:4](=[O:5])[C:3](=[CH:23][CH:20]1[CH2:19][CH2:18][CH:17]([O:16][Si:15]([C:11]([CH3:12])([CH3:14])[CH3:13])([CH3:26])[CH3:25])[CH2:22][CH2:21]1)[CH2:2][C:1]([OH:9])=[O:8] |f:2.3|. Procedure: A solution of dimethyl succinate (730 mg, 5.0 mmol) and 4-(tert-butyl-dimethyl-silanyloxy)-cyclohexanecarbaldehyde (1.00 g, 4.1 mmol) was added over 25 min to a 1.0M solution of potassium tert-butoxide in tert-butanol (4.4 mL. 4.4 mmol). The reaction mixture was heated at 50° C. for 50 min, cooled to RT and concentrated under vacuum. The residue was dissolved in water (25 mL) and washed with EtOAc (2×10 mL). The aqueous layer was acidified with 6 N HCl (2.0 mL, 12 mmol) and extracted with EtOAc ... The reactants are CCOC(=O)c1cc(F)c(F)c(C#N)c1F, CC(=O)O, Cl, O. Yields the product N#Cc1c(F)c(F)cc(C(=O)O)c1F. RXN SMILES: [C:1](#[N:2])[c:3]1[c:4]([F:16])[c:5]([C:6](=[O:7])[O:8][CH2:9][CH3:10])[cH:11][c:12]([F:15])[c:13]1[F:14].[CH3:19][C:20](=[O:21])[OH:22].[ClH:17].[OH2:18]>>[C:1](#[N:2])[c:3]1[c:4]([F:16])[c:5]([C:6](=[O:7])[OH:8])[cH:11][c:12]([F:15])[c:13]1[F:14]. The reactants are Cc1cc(C=O)nn1-c1ccccc1, Cc1ccc(N2CCN(CCN)CC2)c(C)c1. Yields the product Cc1ccc(N2CCN(CCNCc3cc(C)n(-c4ccccc4)n3)CC2)c(C)c1. RXN SMILES: [CH3:18][c:19]1[cH:20][c:21]([CH:30]=[O:31])[n:22][n:23]1-[c:24]1[cH:25][cH:26][cH:27][cH:28][cH:29]1.[CH3:1][c:2]1[c:3]([N:9]2[CH2:10][CH2:11][N:12]([CH2:15][CH2:16][NH2:17])[CH2:13][CH2:14]2)[cH:4][cH:5][c:6]([CH3:8])[cH:7]1>>[CH3:1][c:2]1[c:3]([N:9]2[CH2:10][CH2:11][N:12]([CH2:15][CH2:16][NH:17][CH2:30][c:21]3[cH:20][c:19]([CH3:18])[n:23](-[c:24]4[cH:25][cH:26][cH:27][cH:28][cH:29]4)[n:22]3)[CH2:13][CH2:14]2)[cH:4][cH:5][c:6]([CH3:8])[cH:7]1. RXN SMILES: [CH3:1][C:2]([Cl:3])=[O:4].[CH3:9][C:10]1([CH3:20])[CH2:11][CH2:12][O:13][c:14]2[cH:15][cH:16][cH:17][cH:18][c:19]21.[Cl:5][Al:6]([Cl:7])[Cl:8].[O-:21][N+:22]([c:23]1[cH:24][cH:25][cH:26][cH:27][cH:28]1)=[O:29]>>[CH3:1][C:2](=[O:4])[c:17]1[cH:16][cH:15][c:14]2[c:19]([cH:18]1)[C:10]([CH3:9])([CH3:20])[CH2:11][CH2:12][O:13]2. The product is CC(=O)c1ccc2c(c1)C(C)(C)CCO2. The reactants are CC(=O)Cl, CC1(C)CCOc2ccccc21, Cl[Al](Cl)Cl, O=[N+]([O-])c1ccccc1.